Task: describe an organic reaction: reactants, conditions, products, and yield. Dataset: the Open Reaction Database (ORD), a public repository of structured organic reaction records Reactants: C1(=CC=CC=C1)S(=O)(=O)Cl (benzenesulfonyl chloride), O (water), ON1C(CCC1=O)=O (N-hydroxysuccinimide). Solvent: aqueous solution, C([O-])([O-])=O.[Na+].[Na+] (sodium carbonate). Reaction conditions: time 2 hour. The product is C1(=CC=CC=C1)S(=O)(=O)O.C1(CCC(N1)=O)=O (succinimide benzenesulfonate). Reaction SMILES: [OH:1][N:2]1[C:6](=[O:7])[CH2:5][CH2:4][C:3]1=[O:8].[C:9]1([S:15](Cl)(=[O:17])=[O:16])[CH:14]=[CH:13][CH:12]=[CH:11][CH:10]=1.O>C(=O)([O-])[O-].[Na+].[Na+]>[C:9]1([S:15]([OH:17])(=[O:1])=[O:16])[CH:14]=[CH:13][CH:12]=[CH:11][CH:10]=1.[C:3]1(=[O:8])[NH:2][C:6](=[O:7])[CH2:5][CH2:4]1 |f:3.4.5,6.7|. Procedure details: In 45 g of 5% aqueous solution of sodium carbonate was dissolved 3.5 g of N-hydroxysuccinimide. To the resulting solution was dropwise added 6.0 g of benzenesulfonyl chloride at room temperature. After the dropping the reaction mixture was stirred at room temperature for 2 hours. Then, the reaction mixture was poured into 300 ml of water and the deposited crystalline product was collected by filtration. The crystalline product was washed with water until the washings had reached neutrality, and ... Reactants: COC(=O)c1ccc(OCc2c(-c3ccc(F)c(F)c3)noc2CO)nc1, C[Al](C)C, CCOC(C)=O, CCCCCCC, CC(C)(C)N, C1COCCO1. Product: CC(C)(C)NC(=O)c1ccc(OCc2c(-c3ccc(F)c(F)c3)noc2CO)nc1. As a reaction SMILES: [CH3:10][O:11][C:12]([c:13]1[cH:14][n:15][c:16]([O:19][CH2:20][c:21]2[c:22](-[c:28]3[cH:29][c:30]([F:35])[c:31]([F:34])[cH:32][cH:33]3)[n:23][o:24][c:25]2[CH2:26][OH:27])[cH:17][cH:18]1)=[O:36].[CH3:1][Al:2]([CH3:3])[CH3:4].[CH3:37][CH2:38][O:39][C:40](=[O:41])[CH3:42].[CH3:49][CH2:50][CH2:51][CH2:52][CH2:53][CH2:54][CH3:55].[CH3:5][C:6]([CH3:7])([CH3:8])[NH2:9].[O:43]1[CH2:44][CH2:45][O:46][CH2:47][CH2:48]1>>[CH3:5][C:6]([CH3:7])([CH3:8])[NH:9][C:12](=[O:11])[c:13]1[cH:14][n:15][c:16]([O:19][CH2:20][c:21]2[c:22](-[c:28]3[cH:29][c:30]([F:35])[c:31]([F:34])[cH:32][cH:33]3)[n:23][o:24][c:25]2[CH2:26][OH:27])[cH:17][cH:18]1. Starting materials: FC(C1=CC(=NC=2N1N=CC2C#C)C2=CC(=CC=C2)C(F)(F)F)F (7-difluoromethyl-3-ethynyl-5-(3-trifluoromethyl-phenyl)-pyrazolo[1,5-a]pyrimidine), OCC(C)(C)NS(=O)(=O)C=1SC(=CC1)Cl (5-chloro-thiophene-2-sulfonic acid (2-hydroxy-1,1-dimethyl-ethyl)-amide). Yields the product OCC(C)(C)NS(=O)(=O)C=1SC(=CC1)C#CC=1C=NN2C1N=C(C=C2C(F)F)C2=CC(=CC=C2)C(F)(F)F (5-[7-Difluoromethyl-5-(3-trifluoromethyl-phenyl)-pyrazolo[1,5-a]pyrimidin-3-ylethynyl]-thiophene-2-sulfonic acid (2-hydroxy-1,1-dimethyl-ethyl)-amide), solid. Yield: 7.0%. As a reaction SMILES: [F:1][CH:2]([F:24])[C:3]1[N:8]2[N:9]=[CH:10][C:11]([C:12]#[CH:13])=[C:7]2[N:6]=[C:5]([C:14]2[CH:19]=[CH:18][CH:17]=[C:16]([C:20]([F:23])([F:22])[F:21])[CH:15]=2)[CH:4]=1.[OH:25][CH2:26][C:27]([NH:30][S:31]([C:34]1[S:35][C:36](Cl)=[CH:37][CH:38]=1)(=[O:33])=[O:32])([CH3:29])[CH3:28]>>[OH:25][CH2:26][C:27]([NH:30][S:31]([C:34]1[S:35][C:36]([C:13]#[C:12][C:11]2[CH:10]=[N:9][N:8]3[C:3]([CH:2]([F:1])[F:24])=[CH:4][C:5]([C:14]4[CH:19]=[CH:18][CH:17]=[C:16]([C:20]([F:23])([F:22])[F:21])[CH:15]=4)=[N:6][C:7]=23)=[CH:37][CH:38]=1)(=[O:33])=[O:32])([CH3:29])[CH3:28]. Reported procedure: The title compound was prepared from 7-difluoromethyl-3-ethynyl-5-(3-trifluoromethyl-phenyl)-pyrazolo[1,5-a]pyrimidine (example C.15) (169 mg, 0.5 mmol) and 5-chloro-thiophene-2-sulfonic acid (2-hydroxy-1,1-dimethyl-ethyl)-amide (example B.22) (135 mg, 1.0 mmol) according to general procedure II. Obtained as an orange solid (20 mg, 7%). MS (ISN) 569.2 [(M−H)−]; mp 168° C. Yields the product BrC=1C=C(C(=NC1)C1=CC=C(C=C1)OCCCCCCCC)F (5-bromo-3-fluoro-2-(4-octyloxyphenyl)pyridine). Reactants: BrC1=NC=C(C=C1F)Br (2,5-dibromo-3-fluoropyridine), C(CCCCCCC)OC1=CC=C(C=C1)B(O)O (4-octyloxybenzeneboronic acid), C([O-])([O-])=O.[Na+].[Na+] (sodium carbonate), C(C)O (ethanol). Reagents/catalysts: C=1C=CC(=CC1)[P](C=2C=CC=CC2)(C=3C=CC=CC3)[Pd]([P](C=4C=CC=CC4)(C=5C=CC=CC5)C=6C=CC=CC6)([P](C=7C=CC=CC7)(C=8C=CC=CC8)C=9C=CC=CC9)[P](C=1C=CC=CC1)(C=1C=CC=CC1)C=1C=CC=CC1 (tetrakis(triphenylphosphine)palladium(0)). Procedure: 12.74 g (50.00 mmol) of 2,5-dibromo-3-fluoropyridine, 12.51 g (50.00 mmol) of 4-octyloxybenzeneboronic acid, 0.58 g (0.50 mmol) of tetrakis(triphenylphosphine)palladium(0) and 10.60 g (100 mmol) of sodium carbonate are heated at 80° C. for 3 hours in 375 ml of toluene, 250 ml of ethanol and 125 ml of water. The mixture is subsequently partitioned between aqueous sodium chloride solution and ether, and the organic phase is washed with aqueous sodium chloride solution, dried over sodium sulfate, e... The yield is 70.0%. Reaction SMILES: Br[C:2]1[C:7]([F:8])=[CH:6][C:5]([Br:9])=[CH:4][N:3]=1.[CH2:10]([O:18][C:19]1[CH:24]=[CH:23][C:22](B(O)O)=[CH:21][CH:20]=1)[CH2:11][CH2:12][CH2:13][CH2:14][CH2:15][CH2:16][CH3:17].C(=O)([O-])[O-].[Na+].[Na+].C(O)C>C1(C)C=CC=CC=1.C1C=CC([P]([Pd]([P](C2C=CC=CC=2)(C2C=CC=CC=2)C2C=CC=CC=2)([P](C2C=CC=CC=2)(C2C=CC=CC=2)C2C=CC=CC=2)[P](C2C=CC=CC=2)(C2C=CC=CC=2)C2C=CC=CC=2)(C2C=CC=CC=2)C2C=CC=CC=2)=CC=1.O>[Br:9][C:5]1[CH:6]=[C:7]([F:8])[C:2]([C:22]2[CH:23]=[CH:24][C:19]([O:18][CH2:10][CH2:11][CH2:12][CH2:13][CH2:14][CH2:15][CH2:16][CH3:17])=[CH:20][CH:21]=2)=[N:3][CH:4]=1 |f:2.3.4,^1:47,49,68,87|. Solvent: C1(=CC=CC=C1)C (toluene), O (water). Starting materials: CC(C)(C)OC(=O)N1Cc2cc(Cl)c(N3CCOCC3)cc2C1, C[Sn](C)(C)C, [Cs+], [F-], C1COCCO1. Yields the product Cc1cc2c(cc1N1CCOCC1)CN(C(=O)OC(C)(C)C)C2. RXN SMILES: [C:1]([CH3:2])([CH3:3])([CH3:4])[O:5][C:6](=[O:7])[N:8]1[CH2:9][c:10]2[cH:11][c:12]([N:18]3[CH2:19][CH2:20][O:21][CH2:22][CH2:23]3)[c:13]([Cl:17])[cH:14][c:15]2[CH2:16]1.[CH3:26][Sn:27]([CH3:28])([CH3:29])[CH3:30].[Cs+:25].[F-:24].[O:31]1[CH2:32][CH2:33][O:34][CH2:35][CH2:36]1>>[C:1]([CH3:2])([CH3:3])([CH3:4])[O:5][C:6](=[O:7])[N:8]1[CH2:9][c:10]2[cH:11][c:12]([N:18]3[CH2:19][CH2:20][O:21][CH2:22][CH2:23]3)[c:13]([CH3:26])[cH:14][c:15]2[CH2:16]1.